Dataset: the Open Reaction Database (ORD), a public repository of structured organic reaction records. Task: describe an organic reaction: reactants, conditions, products, and yield Starting materials: [H-].[Na+] (Sodium hydride), ice, C(C)OC(C(C(=O)OCC)C)=O (methylmalonic acid diethylester), ICCC=1SC=CC1 (2-(2-iodoethyl)thiophene). Solvent: CN(C=O)C (dimethylformamide), CN(C=O)C (dimethylformamide). Conditions: time 30 minute. Yields the product C(C)OC(C(C(=O)OCC)(C)CCC=1SC=CC1)=O (2-Methyl-2-(2-thienyl)ethylmalonic acid diethylester). The yield is 64.4%. Reaction SMILES: [H-].[Na+].[CH2:3]([O:5][C:6](=[O:14])[CH:7]([CH3:13])[C:8]([O:10][CH2:11][CH3:12])=[O:9])[CH3:4].I[CH2:16][CH2:17][C:18]1[S:19][CH:20]=[CH:21][CH:22]=1>CN(C)C=O>[CH2:3]([O:5][C:6](=[O:14])[C:7]([CH2:16][CH2:17][C:18]1[S:19][CH:20]=[CH:21][CH:22]=1)([CH3:13])[C:8]([O:10][CH2:11][CH3:12])=[O:9])[CH3:4] |f:0.1|. Procedure: Sodium hydride (55%, 18.8 g, 0.43 mol) was suspended in dimethylformamide (200 ml), and methylmalonic acid diethylester (50.0 g, 0.29 mol) was slowly added thereto for 30 minutes in an ice bath, and then the reaction solution was stirred for 30 minutes. To the reaction solution was added 2-(2-iodoethyl)thiophene (75.2 g, 0.32 mol) dissolved in dimethylformamide (200 ml) under-a nitrogen atmosphere for 15 minutes, and then the reaction mixture was stirred for 4 hours at room temperature. The reac... Reactants: CCOC(C)=O, CC(C=CCCO)CCCC(C)(C)O, [H][H]. Yields the product CC(CCCCO)CCCC(C)(C)O. As a reaction SMILES: [CH3:17][CH2:18][O:19][C:20](=[O:21])[CH3:22].[CH3:1][CH:2]([CH:3]=[CH:4][CH2:5][CH2:6][OH:7])[CH2:8][CH2:9][CH2:10][C:11]([CH3:12])([OH:13])[CH3:14].[H:15][H:16]>>[CH3:1][CH:2]([CH2:3][CH2:4][CH2:5][CH2:6][OH:7])[CH2:8][CH2:9][CH2:10][C:11]([CH3:12])([OH:13])[CH3:14]. The reactants are COC(=O)C(Cc1ccccc1)Oc1c(C)cc(-c2c3ccccc3c(Br)c3sc(C)c(C)c23)cc1C, CO, Cl, [K+], C1CCOC1, [OH-], O. Yields the product Cc1cc(-c2c3ccccc3c(Br)c3sc(C)c(C)c23)cc(C)c1OC(Cc1ccccc1)C(=O)O. RXN SMILES: [CH3:1][O:2][C:3]([CH:4]([CH2:5][c:6]1[cH:7][cH:8][cH:9][cH:10][cH:11]1)[O:12][c:13]1[c:14]([CH3:36])[cH:15][c:16](-[c:20]2[c:21]3[cH:22][cH:23][cH:24][cH:25][c:26]3[c:27]([Br:35])[c:28]3[s:29][c:30]([CH3:34])[c:31]([CH3:33])[c:32]23)[cH:17][c:18]1[CH3:19])=[O:37].[CH3:46][OH:47].[ClH:40].[K+:39].[O:41]1[CH2:42][CH2:43][CH2:44][CH2:45]1.[OH-:38].[OH2:48]>>[O:2]=[C:3]([CH:4]([CH2:5][c:6]1[cH:7][cH:8][cH:9][cH:10][cH:11]1)[O:12][c:13]1[c:14]([CH3:36])[cH:15][c:16](-[c:20]2[c:21]3[cH:22][cH:23][cH:24][cH:25][c:26]3[c:27]([Br:35])[c:28]3[s:29][c:30]([CH3:34])[c:31]([CH3:33])[c:32]23)[cH:17][c:18]1[CH3:19])[OH:37].